This data is from the Open Reaction Database (ORD), a public repository of structured organic reaction records. The task is: describe an organic reaction: reactants, conditions, products, and yield Starting materials: C(C)(C)O (isopropanol), BrC=1C(=CC(=NC1)CO)Cl ((5-bromo-4-chloro-pyridin-2-yl)-methanol), [Mn](=O)(=O)(=O)[O-].[K+] (potassium permanganate). The reagents and catalysts are [O-2].[O-2].[Mn+4] (manganese dioxide). Run in CC(=O)C (acetone), CC(=O)C (acetone). Reaction conditions: time 17 hour. The product is BrC=1C(=CC(=NC1)C(=O)O)Cl (5-bromo-4-chloro-pyridine-2-carboxylic acid). As a reaction SMILES: [Br:1][C:2]1[C:3]([Cl:10])=[CH:4][C:5]([CH2:8][OH:9])=[N:6][CH:7]=1.[Mn]([O-])(=O)(=O)=[O:12].[K+].C(O)(C)C>CC(C)=O.[O-2].[O-2].[Mn+4]>[Br:1][C:2]1[C:3]([Cl:10])=[CH:4][C:5]([C:8]([OH:12])=[O:9])=[N:6][CH:7]=1 |f:1.2,5.6.7|. Reported procedure: 0.50 g (2.3 mmol) (5-bromo-4-chloro-pyridin-2-yl)-methanol in 8 mL acetone were added dropwise at RT to 0.71 g (4.5 mmol) potassium permanganate in 10 mL acetone and then the mixture was stirred for 17 h at RT. Then 10 mL isopropanol were added and the mixture was stirred for a further 5 h at RT. The precipitated manganese dioxide was suction filtered and washed with water. The filtrate was partially evaporated down and the aqueous phase was adjusted to a pH of 3 with 1N aqueous hydrochloric aci... Reported procedure: 3,4-Difluoroaniline (2.6 g) was added to a 28% methanol solution of sodium methoxide, and the mixture was heated for 2 days at about 60° C. and for 4 days at 110° C. After distilled water (50 ml) was added to the reaction mixture, it was extracted with chloroform (50 ml). A chloroform layer was washed with distilled water (20 ml) and then dried over anhydrous magnesium sulfate. The dry chloroform layer was concentrated under reduced pressure to obtain the title compound (2.8 g) as a dark brown o... As a reaction SMILES: F[C:2]1[CH:3]=[C:4]([CH:6]=[CH:7][C:8]=1[F:9])[NH2:5].[CH3:10][O-:11].[Na+]>CO>[F:9][C:8]1[CH:7]=[CH:6][C:4]([NH2:5])=[CH:3][C:2]=1[O:11][CH3:10] |f:1.2|. Solvent: CO (methanol). Conditions: temperature 110 celsius. The reactants are FC=1C=C(N)C=CC1F (3,4-Difluoroaniline), C[O-].[Na+] (sodium methoxide). The product is FC1=C(C=C(N)C=C1)OC (4-Fluoro-3-methoxyaniline). RXN SMILES: [CH2:17]([OH:18])[CH2:19][CH2:20][CH3:21].[ClH:15].[K+:14].[O:1]1[CH2:2][O:3][c:4]2[cH:5][c:6]([CH2:7][CH:8]=[CH2:9])[cH:10][cH:11][c:12]21.[OH-:13].[OH2:16]>>[O:1]1[CH2:2][O:3][c:4]2[cH:5][c:6]([CH:7]=[CH:8][CH3:9])[cH:10][cH:11][c:12]21. Yields the product CC=Cc1ccc2c(c1)OCO2. Reactants: CCCCO, Cl, [K+], C=CCc1ccc2c(c1)OCO2, [OH-], O. Reactants: CCOC(C(=O)OC)C(CC=Cc1ccc(Oc2ccccc2)c(F)c1)C(=O)NC(C(=O)NC(C)c1ccccc1)C(C)(C)C, CCO. Product: CCOC(C(=O)OC)C(CCCc1ccc(Oc2ccccc2)c(F)c1)C(=O)NC(C(=O)NC(C)c1ccccc1)C(C)(C)C. Reaction SMILES: [CH3:1][C:2]([CH:3]([C:4](=[O:5])[NH:6][CH:7]([CH3:8])[c:9]1[cH:10][cH:11][cH:12][cH:13][cH:14]1)[NH:15][C:16](=[O:17])[CH:18]([CH:19]([C:20](=[O:21])[O:22][CH3:23])[O:24][CH2:25][CH3:26])[CH2:27][CH:28]=[CH:29][c:30]1[cH:31][c:32]([F:43])[c:33]([O:36][c:37]2[cH:38][cH:39][cH:40][cH:41][cH:42]2)[cH:34][cH:35]1)([CH3:44])[CH3:45].[CH3:46][CH2:47][OH:48]>>[CH3:1][C:2]([CH:3]([C:4](=[O:5])[NH:6][CH:7]([CH3:8])[c:9]1[cH:10][cH:11][cH:12][cH:13][cH:14]1)[NH:15][C:16](=[O:17])[CH:18]([CH:19]([C:20](=[O:21])[O:22][CH3:23])[O:24][CH2:25][CH3:26])[CH2:27][CH2:28][CH2:29][c:30]1[cH:31][c:32]([F:43])[c:33]([O:36][c:37]2[cH:38][cH:39][cH:40][cH:41][cH:42]2)[cH:34][cH:35]1)([CH3:44])[CH3:45]. Reactants: IC=1[C-](C=CC1)N(C)C.[CH-]1C=CC=C1.[Fe+2] (2-Iodo-dimethylaminoferrocene), C1(=CC=CC=C1)B(O)O (PhB(OH)2), [OH-].[Na+] (NaOH). Reagents/catalysts: C=1C=CC(=CC1)[P](C=2C=CC=CC2)(C=3C=CC=CC3)[Pd]([P](C=4C=CC=CC4)(C=5C=CC=CC5)C=6C=CC=CC6)([P](C=7C=CC=CC7)(C=8C=CC=CC8)C=9C=CC=CC9)[P](C=1C=CC=CC1)(C=1C=CC=CC1)C=1C=CC=CC1 (Pd(PPh3)4). Solvent: C(OC)COC (dimethoxyethane). Reaction conditions: temperature 55 celsius. Product: C1(=CC=CC=C1)C=1[C-](C=CC1)N(C)C.[CH-]1C=CC=C1.[Fe+2] ((±)-2-Phenyl-1-dimethylaminoferrocene). Isolated yield 79.9%. Reaction SMILES: I[C:2]1[C-:3]([N:7]([CH3:9])[CH3:8])[CH:4]=[CH:5][CH:6]=1.[CH-:10]1[CH:14]=[CH:13][CH:12]=[CH:11]1.[Fe+2:15].[C:16]1(B(O)O)[CH:21]=[CH:20][CH:19]=[CH:18][CH:17]=1.[OH-].[Na+]>C1C=CC([P]([Pd]([P](C2C=CC=CC=2)(C2C=CC=CC=2)C2C=CC=CC=2)([P](C2C=CC=CC=2)(C2C=CC=CC=2)C2C=CC=CC=2)[P](C2C=CC=CC=2)(C2C=CC=CC=2)C2C=CC=CC=2)(C2C=CC=CC=2)C2C=CC=CC=2)=CC=1.C(COC)OC>[C:16]1([C:2]2[C-:3]([N:7]([CH3:9])[CH3:8])[CH:4]=[CH:5][CH:6]=2)[CH:21]=[CH:20][CH:19]=[CH:18][CH:17]=1.[CH-:10]1[CH:14]=[CH:13][CH:12]=[CH:11]1.[Fe+2:15] |f:0.1.2,4.5,8.9.10,^1:30,32,51,70|. Procedure details: Racemic iodide 12i (89 mg, 0.25 mmol), PhB(OH)2 (34 mg, 0.28 mmol) and Pd(PPh3)4 (29 mg, 2.51×10−2 mmol) were added to a dry Schlenk flask, followed by dimethoxyethane (DME, 2 mL) and an aqueous solution of 3 M NaOH (0.17 mL, 0.50 mmol). Argon was bubbled through the resulting mixture for 10 minutes, and the system was heated at 55° C. for 14 h. The reaction was allowed to cool to room temperature, diluted with Et2O, washed with water (1×5 mL), brine (1×5 mL), dried over Na2SO4, filtered, and al... Starting materials: CC(C)(C)N1C(=O)C(Cl)=C(c2ccccc2)S1(=O)=O, CC#N, Cl, COC(=O)CN, CN(C)C=O. The product is COC(=O)CNC1=C(c2ccccc2)S(=O)(=O)N(C(C)(C)C)C1=O. RXN SMILES: [C:1]([CH3:2])([CH3:3])([CH3:4])[N:5]1[S:6](=[O:18])(=[O:19])[C:7]([c:12]2[cH:13][cH:14][cH:15][cH:16][cH:17]2)=[C:8]([Cl:11])[C:9]1=[O:10].[CH3:27][C:28]#[N:29].[ClH:20].[NH2:21][CH2:22][C:23](=[O:24])[O:25][CH3:26].[O:30]=[CH:31][N:32]([CH3:33])[CH3:34]>>[C:1]([CH3:2])([CH3:3])([CH3:4])[N:5]1[S:6](=[O:18])(=[O:19])[C:7]([c:12]2[cH:13][cH:14][cH:15][cH:16][cH:17]2)=[C:8]([NH:21][CH2:22][C:23](=[O:24])[O:25][CH3:26])[C:9]1=[O:10]. The reactants are S(=O)(Cl)Cl (thionyl chloride), C(C)[C@](C(=O)O)(CCC)C ((-)-(2S)-2-ethyl-2-methylpentanoic acid). Reaction conditions: temperature 100 celsius. Yields the product C(C)[C@](C(=O)Cl)(CCC)C ((-)-(2S)-2-ethyl-2-methylvaleryl chloride). RXN SMILES: S(Cl)([Cl:3])=O.[CH2:5]([C@@:7]([CH3:14])([CH2:11][CH2:12][CH3:13])[C:8](O)=[O:9])[CH3:6]>>[CH2:5]([C@@:7]([CH3:14])([CH2:11][CH2:12][CH3:13])[C:8]([Cl:3])=[O:9])[CH3:6]. Reported procedure: 121 μl (1.66 mmol) of thionyl chloride were added to 60 mg (0.42 mmol) of (-)-(2S)-2-ethyl-2-methylpentanoic acid [prepared as described in Preparation 16], and the resulting mixture was heated at 100° C. for one hour. At the end of this time, the mixture was concentrated by evaporation under reduced pressure. The whole of the (-)-(2S)-2-ethyl-2-methylvaleryl chloride obtained in this manner was added, directly and without purification, to a solution of 458 mg (0.83 mmol) of (4R,6R)-6-{2-[(1S,2S... The reactants are [H-].[Na+] (sodium hydride), ice water, CC1=NC2=C(C=C(C=C2C(=C1C)O)C(C)(C)C)F (2,3-dimethyl-6-t-butyl-8-fluoro-4-hydroxyquinoline), ClC(=O)OCCCC (n-butyl chloroformate). Solvent: O1CCCC1 (tetrahydrofuran). Run at time 30 minute. Yields the product CC1=NC2=C(C=C(C=C2C(=C1C)C(=O)OCCCC)C(C)(C)C)F (2,3-dimethyl-6-t-butyl-8-fluoro-4-n-butoxycarbonyl-quinoline). RXN SMILES: [H-].[Na+].[CH3:3][C:4]1[C:13]([CH3:14])=[C:12](O)[C:11]2[C:6](=[C:7]([F:20])[CH:8]=[C:9]([C:16]([CH3:19])([CH3:18])[CH3:17])[CH:10]=2)[N:5]=1.Cl[C:22]([O:24][CH2:25][CH2:26][CH2:27][CH3:28])=[O:23]>O1CCCC1>[CH3:3][C:4]1[C:13]([CH3:14])=[C:12]([C:22]([O:24][CH2:25][CH2:26][CH2:27][CH3:28])=[O:23])[C:11]2[C:6](=[C:7]([F:20])[CH:8]=[C:9]([C:16]([CH3:19])([CH3:18])[CH3:17])[CH:10]=2)[N:5]=1 |f:0.1|. Procedure: In tetrahydrofuran (10 ml) was suspended 60% sodium hydride (60 mg). The compound 1 (200 mg) was added to the suspension under ice cooling, and the mixture was stirred for 30 min. Further, n-butyl chloroformate (200 μl) was added thereto, and the mixture was stirred for 3 hr. The reaction solution thus obtained was poured into ice water, and the mixture was extracted with ethyl acetate. The ethyl acetate layer was washed with a saturated aqueous sodium hydrogencarbonate solution and saturated br... The reactants are O (water), ClC=1C=2N(C=CN1)C=C(N2)C(=O)OC (methyl 8-chloroimidazo[1,2-a]pyrazine-2-carboxylate), C1CC(=O)N(C1=O)Br (NBS). Reagents/catalysts: C(C1=CC=CC=C1)(=O)OOC(C1=CC=CC=C1)=O (benzoyl peroxide). Solvent: C(C)#N (acetonitrile). Yields the product BrC1=C(N=C2N1C=CN=C2Cl)C(=O)OC (methyl 3-bromo-8-chloroimidazo[1,2-a]pyrazine-2-carboxylate). The yield is 80.9%. As a reaction SMILES: [Cl:1][C:2]1[C:3]2[N:4]([CH:8]=[C:9]([C:11]([O:13][CH3:14])=[O:12])[N:10]=2)[CH:5]=[CH:6][N:7]=1.C1C(=O)N([Br:22])C(=O)C1.O>C(#N)C.C(OOC(=O)C1C=CC=CC=1)(=O)C1C=CC=CC=1>[Br:22][C:8]1[N:4]2[CH:5]=[CH:6][N:7]=[C:2]([Cl:1])[C:3]2=[N:10][C:9]=1[C:11]([O:13][CH3:14])=[O:12]. Procedure details: To a solution of methyl 8-chloroimidazo[1,2-a]pyrazine-2-carboxylate (9.9 g, 46.8 mmol) in acetonitrile (600 mL) was added NBS (8.9 g, 50.1 mmol), and benzoyl peroxide (90 mg, 0.37 mmol). The mixture was then heated to reflux for 1 h, cooled to r.t., and water (1800 mL) was added. The resulting solids were filtered, washed with water, and air dried to give the title compound (11 g). LRMS (ESI) calc (M+H)+=289.9/291.9. found 290.0/292.0